Dataset: the Open Reaction Database (ORD), a public repository of structured organic reaction records. Task: describe an organic reaction: reactants, conditions, products, and yield The reactants are ONC(C1=CC=C2C(=CNC2=C1)CCC(=O)OC(C)(C)C)=N (1,1-dimethylethyl 3-{6-[(hydroxyamino)(imino)methyl]-1H-indol-3-yl}propanoate), CCN=C=NCCCN(C)C (EDCI), C=1C=CC2=C(C1)N=NN2O (HOBT), C(#N)C=1C=C(C(=O)O)C=CC1OC(C)C (3-cyano-4-[(1-methylethyl)oxy]benzoic acid). Run in CN(C)C=O (DMF). Conditions: temperature 80 celsius, time 45 minute. Product: C(#N)C=1C=C(C=CC1OC(C)C)C1=NC(=NO1)C1=CC=C2C(=CNC2=C1)CCC(=O)OC(C)(C)C (1,1-Dimethylethyl 3-[6-(5-{3-cyano-4-[(1-methylethyl)oxy]phenyl}-1,2,4-oxadiazol-3-yl)-1H-indol-3-yl]propanoate). Yield: 33.9%. RXN SMILES: CCN=C=NCCCN(C)C.C1C=CC2N(O)N=NC=2C=1.[C:22]([C:24]1[CH:25]=[C:26]([CH:30]=[CH:31][C:32]=1[O:33][CH:34]([CH3:36])[CH3:35])[C:27]([OH:29])=O)#[N:23].O[NH:38][C:39](=[NH:58])[C:40]1[CH:48]=[C:47]2[C:43]([C:44]([CH2:49][CH2:50][C:51]([O:53][C:54]([CH3:57])([CH3:56])[CH3:55])=[O:52])=[CH:45][NH:46]2)=[CH:42][CH:41]=1>CN(C=O)C>[C:22]([C:24]1[CH:25]=[C:26]([C:27]2[O:29][N:38]=[C:39]([C:40]3[CH:48]=[C:47]4[C:43]([C:44]([CH2:49][CH2:50][C:51]([O:53][C:54]([CH3:57])([CH3:56])[CH3:55])=[O:52])=[CH:45][NH:46]4)=[CH:42][CH:41]=3)[N:58]=2)[CH:30]=[CH:31][C:32]=1[O:33][CH:34]([CH3:36])[CH3:35])#[N:23]. Reported procedure: EDCI (151 mg) and HOBT (121 mg) were added to a solution of 3-cyano-4-[(1-methylethyl)oxy]benzoic acid (can be prepared as described in WO2005/58848, 135 mg) in DMF (5 mL) at RT. The resulting solution was stirred for 45 min. 1,1-dimethylethyl 3-{6-[(hydroxyamino)(imino)methyl]-1H-indol-3-yl}propanoate (D16) (199 mg) was added and the reaction mixture was stirred at RT for 3 hours. The reaction mixture was heated to 80° C. and stirred at that temperature for 5 hours. DMF was evaporated. EtOAc (1... Reactants: O=C([O-])O, [Li]CCCC, C[Si](C)(C)Cl, Cc1cscn1, CCOCC, [Na+], O=Cc1ccoc1. Yields the product Cc1ncsc1C(O)c1ccoc1. RXN SMILES: [C:24](=[O:25])([O-:26])[OH:27].[CH2:7]([Li:8])[CH2:9][CH2:10][CH3:11].[CH3:12][Si:13]([Cl:14])([CH3:15])[CH3:16].[CH3:1][c:2]1[cH:3][s:4][cH:5][n:6]1.[CH3:29][CH2:30][O:31][CH2:32][CH3:33].[Na+:28].[o:17]1[cH:18][c:19]([CH:22]=[O:23])[cH:20][cH:21]1>>[CH3:1][c:2]1[c:3]([CH:22]([c:19]2[cH:18][o:17][cH:21][cH:20]2)[OH:23])[s:4][cH:5][n:6]1.